Task: describe an organic reaction: reactants, conditions, products, and yield. Dataset: the Open Reaction Database (ORD), a public repository of structured organic reaction records Reactants: O.O.C(C(=O)O)(=O)O (oxalic acid dihydrate), [O-]CC.[Na+] (sodium ethoxide), C(C(=O)O)(=O)O.C(C1=CC=CC=C1)ON[C@@H]1CC[C@H](NC1)C(=O)OCC1=CC=CC=C1 (benzyl (2S,5R)-5-[(benzyloxy)amino]piperidine-2-carboxylate ethanedioate), C(C)(=O)O (Acetic acid). Run in CC(=O)C (acetone), C(C)O (ethanol), C(C)O (ethanol). Reaction conditions: temperature 0 celsius, time 1 hour. Yields the product C(C(=O)O)(=O)O.C(C1=CC=CC=C1)ON[C@@H]1CC[C@H](NC1)C(=O)OCC (ethyl (2S,5R)-5-[(benzyloxy)amino]piperidine-2-carboxylate ethanedioate). Isolated yield 94.4%. RXN SMILES: [C:1]([OH:6])(=[O:5])[C:2]([OH:4])=[O:3].[CH2:7]([O:14][NH:15][C@H:16]1[CH2:21][NH:20][C@H:19]([C:22]([O:24][CH2:25][C:26]2C=CC=CC=2)=[O:23])[CH2:18][CH2:17]1)[C:8]1[CH:13]=[CH:12][CH:11]=[CH:10][CH:9]=1.[O-]CC.[Na+].C(O)(=O)C.O.O.C(O)(=O)C(O)=O>C(O)C.CC(C)=O>[C:1]([OH:6])(=[O:5])[C:2]([OH:4])=[O:3].[CH2:7]([O:14][NH:15][C@H:16]1[CH2:21][NH:20][C@H:19]([C:22]([O:24][CH2:25][CH3:26])=[O:23])[CH2:18][CH2:17]1)[C:8]1[CH:9]=[CH:10][CH:11]=[CH:12][CH:13]=1 |f:0.1,2.3,5.6.7,10.11|. Procedure details: A slurry of benzyl (2S,5R)-5-[(benzyloxy)amino]piperidine-2-carboxylate ethanedioate (1:1) (100 g, 232 mmol) in ethanol (2000 ml) was cooled to 0° C. A solution of sodium ethoxide in ethanol (216 ml, 580 mmol, 21 wt % solution) was added slowly and the mixture was stirred for 1 h at 0° C. Acetic acid (13.3 ml, 232 mmol) was added and the mixture was concentrated under vacuum below 35° C. to a final volume of 300 ml. Ethyl acetate (700 ml) was added and the mixture was concentrated to 300 ml. Thi... Reactants: ClC=1C(=NC=C(C1)Cl)N=C=S (3,5 dichloro-2-pyridylisothiocyanate), CN (methylamine). Run in C1=CC=CC=C1 (benzene), C(C)O (ethanol), Petroleum ether. Conditions: time 18 hour. Product: ClC=1C(=NC=C(C1)Cl)NC(=S)NC (1-(3,5-dichloro-2-pyridyl)-3-methyl-2-thiourea). Reaction SMILES: [Cl:1][C:2]1[C:3]([N:9]=[C:10]=[S:11])=[N:4][CH:5]=[C:6]([Cl:8])[CH:7]=1.[CH3:12][NH2:13]>C1C=CC=CC=1.C(O)C>[Cl:1][C:2]1[C:3]([NH:9][C:10]([NH:13][CH3:12])=[S:11])=[N:4][CH:5]=[C:6]([Cl:8])[CH:7]=1. Procedure: A solution of 3,5 dichloro-2-pyridylisothiocyanate (5.13 g.) in benzene (20 ml.) was added to a solution of methylamine in ethanol (5 ml., 33%) and the mixture was stirred for 18 hours at ambient temperature. Petroleum ether (60°-80° C., 30 ml.) was added and the resulting precipitate was filtered off and recrystallised from benzene-light petroleum to give colourless microcrystals of 1-(3,5-dichloro-2-pyridyl)-3-methyl-2-thiourea (4.18 g.) m.pt. 105°-109° C.